This data is from the Open Reaction Database (ORD), a public repository of structured organic reaction records. The task is: describe an organic reaction: reactants, conditions, products, and yield The reactants are ClC1=CC=NC(=C1C=O)N1C(C=2C(=C3CCCCN3C2CC1)F)=O (4-chloro-2-(10-fluoro-1-oxo-3,4,6,7,8,9-hexahydropyrido[3,4-b]indolizin-2(1H)-yl)nicotinaldehyde), CN1N=C(C=C1C)NC=1C(N(C=C(C1)B1OC(C(O1)(C)C)(C)C)C)=O (3-(1,5-dimethyl-1H-pyrazol-3-ylamino)-1-methyl-5-(4,4,5,5-tetramethyl-1,3,2-dioxaborolan-2-yl)pyridin-2(1H)-one), C(=O)([O-])[O-].[Cs+].[Cs+] (Cs2CO3), O1CCOCC1 (dioxane). Reagents/catalysts: C=1C=CC(=CC1)/C=C/C(=O)/C=C/C2=CC=CC=C2.C=1C=CC(=CC1)/C=C/C(=O)/C=C/C2=CC=CC=C2.C=1C=CC(=CC1)/C=C/C(=O)/C=C/C2=CC=CC=C2.[Pd].[Pd] (Pd2(dba)3). Run in O (water). Conditions: temperature 110 celsius, time 2 hour. Product: CN1N=C(C=C1C)NC1=CC(=CN(C1=O)C)C1=C(C(=NC=C1)N1C(C=2C(=C3CCCCN3C2CC1)F)=O)C=O (4-{5-[(1,5-Dimethyl-1H-pyrazol-3-yl)amino]-1-methyl-6-oxo-1,6-dihydro pyridin-3-yl}-2-{10-fluoro-1-oxo-1H,2H,3H,4H,6H,7H,8H,9H-pyrido[3,4-b]indolizin-2-yl}pyridine-3-carbaldehyde). Yield: 60.7%. Reaction SMILES: Cl[C:2]1[C:7]([CH:8]=[O:9])=[C:6]([N:10]2[CH2:22][CH2:21][C:20]3[N:19]4[C:14]([CH2:15][CH2:16][CH2:17][CH2:18]4)=[C:13]([F:23])[C:12]=3[C:11]2=[O:24])[N:5]=[CH:4][CH:3]=1.[CH3:25][N:26]1[C:30]([CH3:31])=[CH:29][C:28]([NH:32][C:33]2[C:34](=[O:49])[N:35]([CH3:48])[CH:36]=[C:37](B3OC(C)(C)C(C)(C)O3)[CH:38]=2)=[N:27]1.C([O-])([O-])=O.[Cs+].[Cs+].O1CCOCC1>C1C=CC(/C=C/C(/C=C/C2C=CC=CC=2)=O)=CC=1.C1C=CC(/C=C/C(/C=C/C2C=CC=CC=2)=O)=CC=1.C1C=CC(/C=C/C(/C=C/C2C=CC=CC=2)=O)=CC=1.[Pd].[Pd].O>[CH3:25][N:26]1[C:30]([CH3:31])=[CH:29][C:28]([NH:32][C:33]2[C:34](=[O:49])[N:35]([CH3:48])[CH:36]=[C:37]([C:2]3[CH:3]=[CH:4][N:5]=[C:6]([N:10]4[CH2:22][CH2:21][C:20]5[N:19]6[C:14]([CH2:15][CH2:16][CH2:17][CH2:18]6)=[C:13]([F:23])[C:12]=5[C:11]4=[O:24])[C:7]=3[CH:8]=[O:9])[CH:38]=2)=[N:27]1 |f:2.3.4,6.7.8.9.10|. Procedure: A 25-mL single-neck round-bottomed flask equipped with a magnetic stirrer and a reflux condenser was charged with 4-chloro-2-(10-fluoro-1-oxo-3,4,6,7,8,9-hexahydropyrido[3,4-b]indolizin-2(1H)-yl)nicotinaldehyde 134c (97 mg, 0.28 mmol), 3-[(1,5-dimethyl-1H-pyrazol-3-yl)amino]-1-methyl-5-(tetramethyl-1,3,2-dioxaborolan-2-yl)-1,2-dihydropyridin-2-one 218a (192.6 mg, 0.56 mmol), Pd2(dba)3 (54.9 mg, 0.060 mmol), tri(cyclohexyl)phsphine (50.2 mg, 0.18 mmol), Cs2CO3 (182.6 mg, 0.56 mmol), dioxane (8 mL... The reactants are C1CCOC1, CCO, Cc1ccc(S(=O)(=O)OCCOc2ccc([N+](=O)[O-])c(CS(=O)(=O)c3ccccc3)c2)cc1. Yields the product Cc1ccc(S(=O)(=O)OCCOc2ccc(N)c(CS(=O)(=O)c3ccccc3)c2)cc1. As a reaction SMILES: [CH2:34]1[O:35][CH2:36][CH2:37][CH2:38]1.[CH3:39][CH2:40][OH:41].[c:1]1([S:7](=[O:8])(=[O:9])[CH2:10][c:11]2[cH:12][c:13]([O:14][CH2:15][CH2:16][O:17][S:18](=[O:19])(=[O:20])[c:21]3[cH:22][cH:23][c:24]([CH3:27])[cH:25][cH:26]3)[cH:28][cH:29][c:30]2[N+:31]([O-:32])=[O:33])[cH:2][cH:3][cH:4][cH:5][cH:6]1>>[c:1]1([S:7](=[O:8])(=[O:9])[CH2:10][c:11]2[cH:12][c:13]([O:14][CH2:15][CH2:16][O:17][S:18](=[O:19])(=[O:20])[c:21]3[cH:22][cH:23][c:24]([CH3:27])[cH:25][cH:26]3)[cH:28][cH:29][c:30]2[NH2:31])[cH:2][cH:3][cH:4][cH:5][cH:6]1.